From a dataset of the Open Reaction Database (ORD), a public repository of structured organic reaction records. describe an organic reaction: reactants, conditions, products, and yield Reactants: C(C)(=O)SCC(C(=O)N1[C@H](C(=O)O)CCC1)CCCNC(=O)OCC1=CC=C(C=C1)OC (1-[2-acetylthiomethyl-5-(p-methoxybenzyloxycarbonylamino)pentanoyl]-L-proline), C(C)(=O)NC(CSC(C)=O)C(=O)N1[C@H](C(=O)O)CCC1 (N,S-diacetyl-DL-cysteinyl-L-proline). Yields the product SCC(C(=O)N1[C@H](C(=O)O)CCC1)CCCNC(=O)OCC1=CC=C(C=C1)OC (1-[2-mercaptomethyl-5-(p-methoxybenzyloxycarbonylamino)pentanoyl]-L-proline). As a reaction SMILES: C([S:4][CH2:5][CH:6]([CH2:17][CH2:18][CH2:19][NH:20][C:21]([O:23][CH2:24][C:25]1[CH:30]=[CH:29][C:28]([O:31][CH3:32])=[CH:27][CH:26]=1)=[O:22])[C:7]([N:9]1[CH2:16][CH2:15][CH2:14][C@H:10]1[C:11]([OH:13])=[O:12])=[O:8])(=O)C.C(NC(C(N1CCC[C@H]1C(O)=O)=O)CSC(=O)C)(=O)C>>[SH:4][CH2:5][CH:6]([CH2:17][CH2:18][CH2:19][NH:20][C:21]([O:23][CH2:24][C:25]1[CH:30]=[CH:29][C:28]([O:31][CH3:32])=[CH:27][CH:26]=1)=[O:22])[C:7]([N:9]1[CH2:16][CH2:15][CH2:14][C@H:10]1[C:11]([OH:13])=[O:12])=[O:8]. Procedure: By substituting 1-[2-acetylthiomethyl-5-(p-methoxybenzyloxycarbonylamino)pentanoyl]-L-proline for the N,S-diacetyl-DL-cysteinyl-L-proline in the procedure of Example 5, 1-[2-mercaptomethyl-5-(p-methoxybenzyloxycarbonylamino)pentanoyl]-L-proline is obtained. Starting materials: C(Cl)(Cl)Cl (CHCl3), C(Cl)(Cl)Cl (CHCl3), CC(=O)OC[C@@H]1[C@H]([C@@H](C(=CO1)OC(=O)C)OC(=O)C)OC(=O)C (2,3,4,6-tetra-O-acetyl-2-hydroxy-D-glucal), N1=CC=CC=C1 (pyridine), Cl (HCl), ON (HONH2). Reaction conditions: time 24 hour. Yields the product C(C)(=O)O[C@@H]1C(CO[C@@H]([C@H]1OC(C)=O)COC(C)=O)=NO (3,4,6-Tri-O-acetyl-1,5-anhydro-D-fructose oxime). As a reaction SMILES: [CH3:1][C:2]([O:4][CH2:5][C@H:6]1[O:11][CH:10]=[C:9](OC(C)=O)[C@@H:8]([O:16][C:17]([CH3:19])=[O:18])[C@@H:7]1[O:20][C:21]([CH3:23])=[O:22])=[O:3].N1C=CC=CC=1.Cl.C(Cl)(Cl)Cl.[OH:35][NH2:36]>>[C:17]([O:16][C@H:8]1[C@H:7]([O:20][C:21](=[O:22])[CH3:23])[C@@H:6]([CH2:5][O:4][C:2](=[O:3])[CH3:1])[O:11][CH2:10][C:9]1=[N:36][OH:35])(=[O:18])[CH3:19]. Procedure: [litt=F. W. Lichtenthaler and P. Jarglis. Tetrahedron Letters 21 (1980) 1425-1428] To a solution of 2,3,4,6-tetra-O-acetyl-2-hydroxy-D-glucal (7.90 g, 23.9 mmol) in dry pyridine (40 mL, 496 mmol), HONH2, HCl (5.85 g, 84.2 mmol) was added and the mixture was stirred for 24 h. The reaction mixture was concentrated and dissolved in CHCl3 (300 mL). The organic phase was washed with 1 M HCl (aq., 75 mL), sat. aq. NaHCO3 (75 mL) and H2O (75 mL), dried (MgSO4) and evaporated to a syrup of 2, (7.19 g, 9... Starting materials: BrC1=C(C(=O)OC)C=C(C=C1)OC (Methyl 2-bromo-5-methoxybenzoate), COC1=CC=C(C=C1)B(O)O (4-methoxyphenylboronic acid), C([O-])([O-])=O.[Na+].[Na+] (sodium carbonate), 2-[9-(2-Methoxyfluorenyl)]ethylamine hydrochloride, OC1=CC=2C(C3=CC(=CC=C3C2C=C1)O)=O (2,7-dihydroxy-9-fluorenone). Reagents/catalysts: [Pd].[Pd].C(C1=CC=CC=C1)=CC(=O)C=CC1=CC=CC=C1.C(C1=CC=CC=C1)=CC(=O)C=CC1=CC=CC=C1.C(C1=CC=CC=C1)=CC(=O)C=CC1=CC=CC=C1 (tris(dibenzylideneacetone) dipalladiurn (0)). The solvent is C(OC)COC (dimethoxyethane). Product: COC=1C(C2=CC3=CC(=CC=C3C2=CC1)OC)=O (2,7-dimethoxyfluorenone), coupled product. The yield is 84.0%. Reaction SMILES: [OH:1]C1C=CC2C3C(=CC(O)=CC=3)C(=O)C=2C=1.Br[C:18]1[CH:27]=[CH:26][C:25]([O:28][CH3:29])=[CH:24][C:19]=1[C:20](OC)=O.[CH3:30][O:31][C:32]1[CH:37]=[CH:36][C:35](B(O)O)=[CH:34][CH:33]=1.C(=O)([O-])[O-].[Na+].[Na+]>[Pd].[Pd].C(=CC(C=CC1C=CC=CC=1)=O)C1C=CC=CC=1.C(=CC(C=CC1C=CC=CC=1)=O)C1C=CC=CC=1.C(=CC(C=CC1C=CC=CC=1)=O)C1C=CC=CC=1.C(COC)OC>[CH3:29][O:28][C:25]1[C:24](=[O:1])[C:19]2[C:18](=[CH:27][CH:26]=1)[C:35]1[C:34](=[CH:33][C:32]([O:31][CH3:30])=[CH:37][CH:36]=1)[CH:20]=2 |f:3.4.5,6.7.8.9.10|. Reported procedure: Prepared analogously to 2-[9-(2-Methoxyfluorenyl)]ethylamine hydrochloride in Example 1 beginning with 2,7-dihydroxy-9-fluorenone. 1H NMR (300 MHz, CDCl3) δ 7.60 (d, J=8.0 Hz, 2H), 7.00 (d, J=2.0 Hz, 2H), 7.85 (dd, J=8.0, 2.0 Hz, 2H), 3.90-4.10 (m, 1H), 3.85 (s, 6H), 2.50-2.60 (m, 2H), 2.10-2.30 (m, 2H). Alternatively, the necessary intermediate 2,7-dimethoxyfluorenone was prepared as follows: Methyl 2-bromo-5-methoxybenzoate (1.60 g, 6.53 mmol), 4-methoxyphenylboronic acid (1.30 g, 8.55 mmol), ... Starting materials: O=C1CCC1, CC(=O)O[BH-](OC(C)=O)OC(C)=O, CC(Cl)Cl, [Mg+2], CC(=O)N1CC(O)CC1C(=O)N1CCCNCC1, [Na+], [Na+], O=S(=O)([O-])[O-], [OH-]. Product: CC(=O)N1CC(O)CC1C(=O)N1CCCN(C2CCC2)CC1. As a reaction SMILES: [C:1]1(=[O:5])[CH2:2][CH2:3][CH2:4]1.[C:24]([O:25][BH-:26]([O:27][C:28](=[O:29])[CH3:30])[O:31][C:32](=[O:33])[CH3:34])(=[O:35])[CH3:36].[Cl:46][CH:47]([Cl:48])[CH3:49].[Mg+2:40].[N:6]1([C:13](=[O:14])[CH:15]2[N:16]([C:21]([CH3:22])=[O:23])[CH2:17][CH:18]([OH:20])[CH2:19]2)[CH2:7][CH2:8][NH:9][CH2:10][CH2:11][CH2:12]1.[Na+:37].[Na+:39].[O-:41][S:42]([O-:43])(=[O:44])=[O:45].[OH-:38]>>[CH:1]1([N:9]2[CH2:8][CH2:7][N:6]([C:13](=[O:14])[CH:15]3[N:16]([C:21]([CH3:22])=[O:23])[CH2:17][CH:18]([OH:20])[CH2:19]3)[CH2:12][CH2:11][CH2:10]2)[CH2:2][CH2:3][CH2:4]1. The reactants are CCO, [Cl-], [NH3+]O, O=C(Cc1ccccc1)c1ccccc1. The product is ON=C(Cc1ccccc1)c1ccccc1. Reaction SMILES: [CH3:19][CH2:20][OH:21].[Cl-:16].[OH:17][NH3+:18].[c:1]1([C:7]([CH2:8][c:9]2[cH:10][cH:11][cH:12][cH:13][cH:14]2)=[O:15])[cH:2][cH:3][cH:4][cH:5][cH:6]1>>[c:1]1([C:7]([CH2:8][c:9]2[cH:10][cH:11][cH:12][cH:13][cH:14]2)=[N:18][OH:17])[cH:2][cH:3][cH:4][cH:5][cH:6]1. The product is CC1=NOC(=C1C(=O)N1CCC2(CC1)CSC1=C(O2)C2=CC=CC=C2C(C1=O)=O)C (1′-[(3,5-dimethylisoxazol-4-yl)carbonyl]spiro[naphtho[1,2-b][1,4]oxathiine-2,4′-piperidine]-5,6-dione). The reactants are N1CCC2(CC1)CSC1=C(O2)C2=CC=CC=C2C(C1=O)=O (spiro[naphtho[1,2-b][1,4]oxathiine-2,4′-piperidine]-5,6-dione), CC1=NOC(=C1C(=O)Cl)C (3,5-dimethylisoxazole-4-carbonyl chloride). Procedure details: Compound 40 was synthesized using spiro[naphtho[1,2-b][1,4]oxathiine-2,4′-piperidine]-5,6-dione, 3,5-dimethylisoxazole-4-carbonyl chloride and conditions outlined in procedure N. M.p.=274-275° C.; 300 MHz 1H NMR (DMSO-d6) δ 8.08 (d, 1H), 7.73 (m, 2H), 7.54 (t, 1H), 3.42 (t, 2H), 2.99 (s, 2H), 2.45 (s, 3H), 2.31 (s, 3H), 2.21 (m, 2H), 1.90 (brm 2H), 1.58 (s, 2H); LCMS: 425 [M+H]. RXN SMILES: [NH:1]1[CH2:6][CH2:5][C:4]2([O:11][C:10]3[C:12]4[C:17]([C:18](=[O:21])[C:19](=[O:20])[C:9]=3[S:8][CH2:7]2)=[CH:16][CH:15]=[CH:14][CH:13]=4)[CH2:3][CH2:2]1.[CH3:22][C:23]1[C:27]([C:28](Cl)=[O:29])=[C:26]([CH3:31])[O:25][N:24]=1>>[CH3:22][C:23]1[C:27]([C:28]([N:1]2[CH2:2][CH2:3][C:4]3([O:11][C:10]4[C:12]5[C:17]([C:18](=[O:21])[C:19](=[O:20])[C:9]=4[S:8][CH2:7]3)=[CH:16][CH:15]=[CH:14][CH:13]=5)[CH2:5][CH2:6]2)=[O:29])=[C:26]([CH3:31])[O:25][N:24]=1. Reactants: C(#C)C1(OC2=C(CC1)C(=C(C(=C2C)C)O)C)C (rac-3,4-dihydro-2-ethynyl-2,5,7,8-tetramethyl-2H-1-benzopyran-6-ol), C(C)(=O)OC1=C(C=CC(=C1)I)OCC1=CC=CC=C1 (5-iodo-2-(phenylmethoxy)phenyl acetate). Product: C(C)(=O)OC=1C=C(C=CC1OCC1=CC=CC=C1)C#CC1(OC2=C(CC1)C(=C(C(=C2C)C)O)C)C (rac-2-{[3-Acetyloxy-4-(phenylmethoxy)phenyl]ethynyl}-3,4-dihydro-2,5,7,8-tetramethyl-2H-1-benzopyran-6-ol). RXN SMILES: [C:1]([C:3]1([CH3:17])[CH2:8][CH2:7][C:6]2[C:9]([CH3:16])=[C:10]([OH:15])[C:11]([CH3:14])=[C:12]([CH3:13])[C:5]=2[O:4]1)#[CH:2].[C:18]([O:21][C:22]1[CH:27]=[C:26](I)[CH:25]=[CH:24][C:23]=1[O:29][CH2:30][C:31]1[CH:36]=[CH:35][CH:34]=[CH:33][CH:32]=1)(=[O:20])[CH3:19]>>[C:18]([O:21][C:22]1[CH:27]=[C:26]([C:2]#[C:1][C:3]2([CH3:17])[CH2:8][CH2:7][C:6]3[C:9]([CH3:16])=[C:10]([OH:15])[C:11]([CH3:14])=[C:12]([CH3:13])[C:5]=3[O:4]2)[CH:25]=[CH:24][C:23]=1[O:29][CH2:30][C:31]1[CH:36]=[CH:35][CH:34]=[CH:33][CH:32]=1)(=[O:20])[CH3:19]. Procedure details: This compound was obtained by coupling rac-3,4-dihydro-2-ethynyl-2,5,7,8-tetramethyl-2H-1-benzopyran-6-ol with 5-iodo-2-(phenylmethoxy)phenyl acetate under the conditions described in Example 26. The crude product was chromatographed over the 50 fold amount of silica gel using methylene chloride. The combined fractions were evaporated and the residue was crystallized from methanol after treatment with charcoal and was recrystallized from ether/hexane for analysis to give colorless crystals with ... Product: CN(C)C(=O)CN(c1ccc([N+](=O)[O-])cc1)S(C)(=O)=O. The reactants are F[B-](F)(F)F, CS(=O)(=O)N(CC(=O)O)c1ccc([N+](=O)[O-])cc1, CCN(C(C)C)C(C)C, CNC, CN(C)C=O, Cl, O, On1nnc2ccccc21, CN(C)C(On1nnc2ccccc21)=[N+](C)C. As a reaction SMILES: [B-:23]([F:24])([F:25])([F:26])[F:27].[C:1](=[O:2])([OH:3])[CH2:4][N:5]([c:6]1[cH:7][cH:8][c:9]([N+:12](=[O:13])[O-:14])[cH:10][cH:11]1)[S:15](=[O:16])(=[O:17])[CH3:18].[CH2:55]([N:56]([CH:57]([CH3:58])[CH3:59])[CH:60]([CH3:61])[CH3:62])[CH3:63].[CH3:20][NH:21][CH3:22].[CH3:64][N:65]([CH3:66])[CH:67]=[O:68].[ClH:19].[OH2:69].[OH:45][n:46]1[c:47]2[c:48]([cH:49][cH:50][cH:51][cH:52]2)[n:53][n:54]1.[n:28]1([O:29][C:30]([N:31]([CH3:32])[CH3:33])=[N+:34]([CH3:35])[CH3:36])[c:37]2[cH:38][cH:39][cH:40][cH:41][c:42]2[n:43][n:44]1>>[C:1](=[O:3])([CH2:4][N:5]([c:6]1[cH:7][cH:8][c:9]([N+:12](=[O:13])[O-:14])[cH:10][cH:11]1)[S:15](=[O:16])(=[O:17])[CH3:18])[N:21]([CH3:20])[CH3:22].